From a dataset of the Open Reaction Database (ORD), a public repository of structured organic reaction records. describe an organic reaction: reactants, conditions, products, and yield The reactants are C(CC)S(=O)(=O)N1CCN(CC1)CC1=CC=C(C=C1)NC(=O)C1=CC=C(C=C1)C1=C(C=CC(=C1)N)OC(F)(F)F (5′-amino-2′-trifluoromethoxy-biphenyl-4-carboxylic acid {4-[4-(propane-1-sulfonyl)-piperazin-1-ylmethyl]-phenyl}-amide), C(C)(C)N(C(C)C)CC (N,N-diisopropylethylamine), C1(CC1)C(=O)Cl (cyclopropane carbonyl chloride). Solvent: C1CCOC1 (THF). Product: C(CC)S(=O)(=O)N1CCN(CC1)CC1=CC=C(C=C1)NC(=O)C1=CC=C(C=C1)C1=C(C=CC(=C1)NC(=O)C1CC1)OC(F)(F)F (5′-(Cyclopropanecarbonyl-amino)-2′-trifluoromethoxy-biphenyl-4-carboxylic acid {4-[4-(propane-1-sulfonyl)-piperazin-1-ylmethyl]-phenyl}-amide). Isolated yield 32.2%. Reaction SMILES: [CH2:1]([S:4]([N:7]1[CH2:12][CH2:11][N:10]([CH2:13][C:14]2[CH:19]=[CH:18][C:17]([NH:20][C:21]([C:23]3[CH:28]=[CH:27][C:26]([C:29]4[CH:34]=[C:33]([NH2:35])[CH:32]=[CH:31][C:30]=4[O:36][C:37]([F:40])([F:39])[F:38])=[CH:25][CH:24]=3)=[O:22])=[CH:16][CH:15]=2)[CH2:9][CH2:8]1)(=[O:6])=[O:5])[CH2:2][CH3:3].C(N(CC)C(C)C)(C)C.[CH:50]1([C:53](Cl)=[O:54])[CH2:52][CH2:51]1>C1COCC1>[CH2:1]([S:4]([N:7]1[CH2:12][CH2:11][N:10]([CH2:13][C:14]2[CH:19]=[CH:18][C:17]([NH:20][C:21]([C:23]3[CH:28]=[CH:27][C:26]([C:29]4[CH:34]=[C:33]([NH:35][C:53]([CH:50]5[CH2:52][CH2:51]5)=[O:54])[CH:32]=[CH:31][C:30]=4[O:36][C:37]([F:39])([F:40])[F:38])=[CH:25][CH:24]=3)=[O:22])=[CH:16][CH:15]=2)[CH2:9][CH2:8]1)(=[O:5])=[O:6])[CH2:2][CH3:3]. Reported procedure: A stirred solution of 5′-amino-2′-trifluoromethoxy-biphenyl-4-carboxylic acid {4-[4-(propane-1-sulfonyl)-piperazin-1-ylmethyl]-phenyl}-amide (50 mg) in dry THF (1 ml) was treated with N,N-diisopropylethylamine (60 μl) followed by cyclopropane carbonyl chloride (18 mg). After 16 h the mixture was evaporated and the residue purified by chromatography. Gradient elution with 0%-30% 20DCM:8EtOH:1NH3 in DCM over 35 mins gave the title compound as an off-white solid (18 mg). The reactants are C(C)(C)(C)OC(NCC#CC=1C=NC(=C(C1)C=1SC2=C(N1)C=CC=C2)N)=O ([3-(6-amino-5-benzothiazol-2-ylpyridin-3-yl)-prop-2-ynyl]-carbamic acid tert-butyl ester), FC(C(=O)O)(F)F (trifluoroacetic acid), C(=O)(O)[O-].[Na+] (NaHCO3). Solvent: C(Cl)Cl (CH2Cl2). Run at time 2 hour. Product: NCC#CC=1C=C(C(=NC1)N)C=1SC2=C(N1)C=CC=C2 (5-(3-Aminoprop-1-ynyl)-3-benzothiazol-2-ylpyridin-2-ylamine). Reaction SMILES: C(OC(=O)[NH:7][CH2:8][C:9]#[C:10][C:11]1[CH:12]=[N:13][C:14]([NH2:26])=[C:15]([C:17]2[S:18][C:19]3[CH:25]=[CH:24][CH:23]=[CH:22][C:20]=3[N:21]=2)[CH:16]=1)(C)(C)C.FC(F)(F)C(O)=O.C([O-])(O)=O.[Na+]>C(Cl)Cl>[NH2:7][CH2:8][C:9]#[C:10][C:11]1[CH:16]=[C:15]([C:17]2[S:18][C:19]3[CH:25]=[CH:24][CH:23]=[CH:22][C:20]=3[N:21]=2)[C:14]([NH2:26])=[N:13][CH:12]=1 |f:2.3|. Procedure: To a solution of [3-(6-amino-5-benzothiazol-2-ylpyridin-3-yl)-prop-2-ynyl]-carbamic acid tert-butyl ester (0.225 g, 0.6 mmol) in CH2Cl2 (5 mL) was added trifluoroacetic acid (0.5 mL, 6 mmol), the mixture was stirred at RT for 2 h. Aq. satd. NaHCO3 (20 mL) was added, and the mixture was extracted with CH2Cl2/MeOH (10%, 4×30 mL). The organic extracts were dried over Na2SO4, filtered, and concentrated at reduced pressure to give the title compound. 1H NMR (CDCl3, 300 MHz): δ=3.78 (s, 2H), 7.42-7.58... Reactants: CCC(CC)(O[Si](C)(C)C)c1cccc(Br)c1, CCC(CC)(c1ccc(OCC2CCC(=O)O2)c(C)c1)c1ccc(B2OC(C)(C)C(C)(C)O2)c(C)c1, CCOC(C)=O, CN(C)C=O, [Na+], [Na+], O=C([O-])[O-]. The product is CCC(CC)(O[Si](C)(C)C)c1cccc(-c2ccc(C(CC)(CC)c3ccc(OCC4CCC(=O)O4)c(C)c3)cc2C)c1. As a reaction SMILES: [Br:7][c:8]1[cH:9][c:10]([C:14]([CH2:15][CH3:16])([O:17][Si:18]([CH3:19])([CH3:20])[CH3:21])[CH2:22][CH3:23])[cH:11][cH:12][cH:13]1.[CH2:24]([CH3:25])[C:26]([CH2:27][CH3:28])([c:29]1[cH:30][c:31]([CH3:44])[c:32]([B:35]2[O:36][C:37]([CH3:38])([CH3:39])[C:40]([CH3:41])([CH3:42])[O:43]2)[cH:33][cH:34]1)[c:45]1[cH:46][c:47]([CH3:59])[c:48]([O:49][CH2:50][CH:51]2[CH2:52][CH2:53][C:54](=[O:56])[O:55]2)[cH:57][cH:58]1.[CH3:60][CH2:61][O:62][C:63](=[O:64])[CH3:65].[CH3:66][N:67]([CH3:68])[CH:69]=[O:70].[Na+:1].[Na+:2].[O-:3][C:4](=[O:5])[O-:6]>>[c:8]1(-[c:32]2[c:31]([CH3:44])[cH:30][c:29]([C:26]([CH2:24][CH3:25])([CH2:27][CH3:28])[c:45]3[cH:46][c:47]([CH3:59])[c:48]([O:49][CH2:50][CH:51]4[CH2:52][CH2:53][C:54](=[O:56])[O:55]4)[cH:57][cH:58]3)[cH:34][cH:33]2)[cH:9][c:10]([C:14]([CH2:15][CH3:16])([O:17][Si:18]([CH3:19])([CH3:20])[CH3:21])[CH2:22][CH3:23])[cH:11][cH:12][cH:13]1. Reactants: Brc1ccccc1, CC(C)(C)[O-], Cc1ccccc1, Cl, [Na+], OC1CNC1, c1ccc(P(c2ccccc2)c2ccc3ccccc3c2-c2c(P(c3ccccc3)c3ccccc3)ccc3ccccc23)cc1. Product: OC1CN(c2ccccc2)C1. As a reaction SMILES: [Br:13][c:14]1[cH:15][cH:16][cH:17][cH:18][cH:19]1.[CH3:1][C:2]([CH3:3])([O-:4])[CH3:5].[CH3:66][c:67]1[cH:68][cH:69][cH:70][cH:71][cH:72]1.[ClH:7].[Na+:6].[OH:8][CH:9]1[CH2:10][NH:11][CH2:12]1.[c:20]1([P:21]([c:22]2[cH:23][cH:24][cH:25][cH:26][cH:27]2)[c:28]2[cH:29][cH:30][c:31]3[c:32]([cH:33][cH:34][cH:35][cH:36]3)[c:37]2-[c:38]2[c:39]3[c:40]([cH:41][cH:42][cH:43][cH:44]3)[cH:45][cH:46][c:47]2[P:48]([c:49]2[cH:50][cH:51][cH:52][cH:53][cH:54]2)[c:55]2[cH:56][cH:57][cH:58][cH:59][cH:60]2)[cH:61][cH:62][cH:63][cH:64][cH:65]1>>[OH:8][CH:9]1[CH2:10][N:11]([c:14]2[cH:15][cH:16][cH:17][cH:18][cH:19]2)[CH2:12]1.